From a dataset of the Open Reaction Database (ORD), a public repository of structured organic reaction records. describe an organic reaction: reactants, conditions, products, and yield Starting materials: OCCCCCCCCCCCCCCC(=O)OC (methyl 15-hydroxypentadecanoate), C(CCCCCCCCCCC)OCCCCCCCCCCCC.O(CC[*:2])[*:1] (polyoxyethylene lauryl ether), [O-2].[Mg+2] (magnesium oxide). Reaction conditions: time 3 hour. Product: C1CCCCCCCOC(=O)CCCCCC1 (cyclopentadecanolide). The yield is 95.0%. RXN SMILES: OC[CH2:3][CH2:4][CH2:5][CH2:6][CH2:7][CH2:8][CH2:9][CH2:10][CH2:11][CH2:12][CH2:13][CH2:14][CH2:15][C:16]([O:18][CH3:19])=[O:17].[O-2].[Mg+2]>>[CH2:9]1[CH2:10][CH2:11][CH2:12][CH2:13][CH2:14][CH2:15][C:16](=[O:17])[O:18][CH2:19][CH2:3][CH2:4][CH2:5][CH2:6][CH2:7][CH2:8]1 |f:1.2|. Procedure: A 13.1 g (48.1 mmol) portion of methyl 15-hydroxypentadecanoate, 45.1 g (100 mmol) of polyoxyethylene lauryl ether {average addition mol number 6} and 1.0 g of magnesium oxide were put into the same apparatus of Inventive Example 1, and the reaction was carried out under ambient pressure to 1.3 kPa and at 190 to 245° C. for 3 hours, while distilling out methanol, and then under 53 Pa and at 160 to 260° C. to obtain 19.5 g of a colorless to light yellow liquid. This distillate contained 11.0 g of... Starting materials: [Cl-].[Al+3].[Cl-].[Cl-] (aluminum chloride), [H-].[Al+3].[Li+].[H-].[H-].[H-] (lithium aluminum hydride), S(O)(O)(=O)=O (sulfuric acid), C(C1=CC=CC=C1)OC1=C(C=C(C=CC(=O)OCC)C=C1)OC (ethyl 4-benzyloxy-3-methoxycinnamate). The solvent is C(C)OCC (diethyl ether), C(C)OCC (diethyl ether), C(C)OCC (diethyl ether), C(C)OCC (diethyl ether), O (water). Conditions: time 15 minute. Yields the product C(C1=CC=CC=C1)OC1=C(C=C(C=C1)C=CCO)OC (3-(4-benzyloxy-3-methoxyphenyl)-2-propen-1-ol). Isolated yield 79.0%. RXN SMILES: [Cl-].[Al+3].[Cl-].[Cl-].[H-].[Al+3].[Li+].[H-].[H-].[H-].[CH2:11]([O:18][C:19]1[CH:31]=[CH:30][C:22]([CH:23]=[CH:24][C:25](OCC)=[O:26])=[CH:21][C:20]=1[O:32][CH3:33])[C:12]1[CH:17]=[CH:16][CH:15]=[CH:14][CH:13]=1.S(=O)(=O)(O)O>C(OCC)C.O>[CH2:11]([O:18][C:19]1[CH:31]=[CH:30][C:22]([CH:23]=[CH:24][CH2:25][OH:26])=[CH:21][C:20]=1[O:32][CH3:33])[C:12]1[CH:13]=[CH:14][CH:15]=[CH:16][CH:17]=1 |f:0.1.2.3,4.5.6.7.8.9|. Procedure details: A solution of aluminum chloride (7.07 g) in diethyl ether (90 ml) was added dropwise, at 0° C., to a suspension of lithium aluminum hydride (7.59 g) in diethyl ether (300 ml). The mixture was stirred for 15 minutes, to which was added dropwise, at 0° C., a solution of ethyl 4-benzyloxy-3-methoxycinnamate (50,0 g) in diethyl ether (250 ml). The mixture was stirred for one hour at room temperature, to which was added water (200 ml), then, was carefully added 5N sulfuric acid (280 ml) at 0° C. The ... RXN SMILES: [CH3:22][I:23].[CH3:2][CH2:3][OH:4].[Na:1].[OH2:24].[cH:5]1[cH:6][cH:7][cH:8][c:9]2[c:18]1[CH:17]([C:19](=[O:20])[OH:21])[c:16]1[c:11]([cH:12][cH:13][cH:14][cH:15]1)[O:10]2>>[CH3:2][O:21][C:19]([CH:17]1[c:16]2[c:11]([cH:12][cH:13][cH:14][cH:15]2)[O:10][c:9]2[cH:8][cH:7][cH:6][cH:5][c:18]21)=[O:20]. Starting materials: CI, CCO, [Na], O, O=C(O)C1c2ccccc2Oc2ccccc21. Yields the product COC(=O)C1c2ccccc2Oc2ccccc21.